This data is from the Open Reaction Database (ORD), a public repository of structured organic reaction records. The task is: describe an organic reaction: reactants, conditions, products, and yield The reactants are C#Cc1ccc(Nc2cc(=O)n(C)cc2C(=O)OCC)c(F)c1, CCO, [Na+], [OH-]. Product: C#Cc1ccc(Nc2cc(=O)n(C)cc2C(=O)O)c(F)c1. As a reaction SMILES: [CH2:1]([CH3:2])[O:3][C:4](=[O:5])[c:6]1[cH:7][n:8]([CH3:23])[c:9](=[O:22])[cH:10][c:11]1[NH:12][c:13]1[c:14]([F:21])[cH:15][c:16]([C:19]#[CH:20])[cH:17][cH:18]1.[CH3:26][CH2:27][OH:28].[Na+:25].[OH-:24]>>[O:3]=[C:4]([OH:5])[c:6]1[cH:7][n:8]([CH3:23])[c:9](=[O:22])[cH:10][c:11]1[NH:12][c:13]1[c:14]([F:21])[cH:15][c:16]([C:19]#[CH:20])[cH:17][cH:18]1. The reactants are O=C([O-])[O-], Cc1cccc(C)c1O, CC#N, COc1ccc(C=O)cc1CCl, [K+], [K+]. Product: COc1ccc(C=O)cc1COc1c(C)cccc1C. RXN SMILES: [C:22](=[O:23])([O-:24])[O-:25].[CH3:13][c:14]1[c:15]([OH:21])[c:16]([CH3:20])[cH:17][cH:18][cH:19]1.[CH3:28][C:29]#[N:30].[Cl:1][CH2:2][c:3]1[cH:4][c:5]([CH:6]=[O:7])[cH:8][cH:9][c:10]1[O:11][CH3:12].[K+:26].[K+:27]>>[CH2:2]([c:3]1[cH:4][c:5]([CH:6]=[O:7])[cH:8][cH:9][c:10]1[O:11][CH3:12])[O:21][c:15]1[c:14]([CH3:13])[cH:19][cH:18][cH:17][c:16]1[CH3:20]. Starting materials: [N+](=O)([O-])C=1C=CC(=NC1)OC=1C=C2CCC(OC2=CC1)C1=CC=CC=C1 (5-nitro-2-(2-phenylchroman-6-yloxy)pyridine), CC1C(OC2=CC=C(C=C2C1)O)C1=CC=CC=C1 (3-methyl-2-phenylchroman-6-ol). Yields the product CC1C(OC2=CC=C(C=C2C1)OC1=NC=C(C=C1)[N+](=O)[O-])C1=CC=CC=C1 (2-(3-Methyl-2-phenylchroman-6-yloxy)-5nitropyridine). Reaction SMILES: [N+:1]([C:4]1[CH:5]=[CH:6][C:7]([O:10][C:11]2[CH:12]=[C:13]3[C:18](=[CH:19][CH:20]=2)[O:17][CH:16]([C:21]2[CH:26]=[CH:25][CH:24]=[CH:23][CH:22]=2)[CH2:15][CH2:14]3)=[N:8][CH:9]=1)([O-:3])=[O:2].[CH3:27]C1CC2C(=CC=C(O)C=2)OC1C1C=CC=CC=1>>[CH3:27][CH:15]1[CH2:14][C:13]2[C:18](=[CH:19][CH:20]=[C:11]([O:10][C:7]3[CH:6]=[CH:5][C:4]([N+:1]([O-:3])=[O:2])=[CH:9][N:8]=3)[CH:12]=2)[O:17][CH:16]1[C:21]1[CH:22]=[CH:23][CH:24]=[CH:25][CH:26]=1. Procedure: 2-(3-Methyl-2-phenylchroman-6-yloxy)-5nitropyridine was prepared as described for 5-nitro-2-(2-phenylchroman-6-yloxy)pyridine in Example 1(b) starting from 600 mg of 3-methyl-2-phenylchroman-6-ol. The product was purified by column chromatography using heptane-2-propanol (20:1) as an eluant. 1H NMR (400 MHz, d6-DMSO) δ: 9.04 (d, 1H, J 2.8 Hz), 8.59 (dd, 1H, J 9.1, 2.8 Hz), 7.43-7.36 (m, 5H), 7.19 (d, 1H, J 9.1 Hz), 7.00 (d, 1H, J 2.6 Hz), 6.95 (dd, 1H, J 8.7, 2.6 Hz), 6.86 (d, 1H, J 8.7 Hz), 4.7... Starting materials: [BH4-], CC(C)(C)c1csc(-c2cc3cc(C(=O)Cn4cc(C(=O)OCc5ccccc5)c5ccccc54)ccc3o2)n1, CO, CC(=O)[O-], [NH4+], [Na+], C1CCOC1. Product: CC(C)(C)c1csc(-c2cc3cc(C(O)Cn4cc(C(=O)OCc5ccccc5)c5ccccc54)ccc3o2)n1. Reaction SMILES: [BH4-:1].[C:3]([CH3:4])([CH3:5])([CH3:6])[c:7]1[n:8][c:9](-[c:12]2[o:13][c:14]3[c:15]([cH:16]2)[cH:17][c:18]([C:21]([CH2:22][n:23]2[cH:24][c:25]([C:32](=[O:33])[O:34][CH2:35][c:36]4[cH:37][cH:38][cH:39][cH:40][cH:41]4)[c:26]4[cH:27][cH:28][cH:29][cH:30][c:31]24)=[O:42])[cH:19][cH:20]3)[s:10][cH:11]1.[CH3:43][OH:44].[CH3:51][C:52](=[O:53])[O-:54].[NH4+:50].[Na+:2].[O:45]1[CH2:46][CH2:47][CH2:48][CH2:49]1>>[C:3]([CH3:4])([CH3:5])([CH3:6])[c:7]1[n:8][c:9](-[c:12]2[o:13][c:14]3[c:15]([cH:16]2)[cH:17][c:18]([CH:21]([CH2:22][n:23]2[cH:24][c:25]([C:32](=[O:33])[O:34][CH2:35][c:36]4[cH:37][cH:38][cH:39][cH:40][cH:41]4)[c:26]4[cH:27][cH:28][cH:29][cH:30][c:31]24)[OH:42])[cH:19][cH:20]3)[s:10][cH:11]1. The reactants are O=C1N(CCC(C1)C(=O)OCC)C(=O)OC(C)(C)C (1-tert-butyl 4-ethyl 2-oxopiperidine-1,4-dicarboxylate), Cl (hydrogen chloride). Solvent: C(Cl)Cl (DCM), O1CCOCC1 (dioxane). Reaction conditions: time 1 hour. The product is O=C1NCCC(C1)C(=O)OCC (ethyl 2-oxopiperidine-4-carboxylate). The yield is 94.2%. Reaction SMILES: [O:1]=[C:2]1[CH2:7][CH:6]([C:8]([O:10][CH2:11][CH3:12])=[O:9])[CH2:5][CH2:4][N:3]1C(OC(C)(C)C)=O.Cl>C(Cl)Cl.O1CCOCC1>[O:1]=[C:2]1[CH2:7][CH:6]([C:8]([O:10][CH2:11][CH3:12])=[O:9])[CH2:5][CH2:4][NH:3]1. Procedure details: To a solution of the 1-tert-butyl 4-ethyl 2-oxopiperidine-1,4-dicarboxylate (20 g, 74.45 mmol) in DCM (93 mL) was add 4N hydrogen chloride in dioxane (30 mL). The reaction was stirred at room temperature for 1 hour and then the solvent was removed under reduced pressure. The resulting residue was dissolved in DCM and water, then adjusted to PH=8 with saturated aqueous Na2CO3 solution. The mixture was extracted with DCM and the combined organic layer was washed with water, brine and dried over an... Reactants: [H-].[Na+] (sodium hydride), COCCOC (1, 2-dimethoxyethane), C1(=CC=CC=C1)N(C1=CC=CC=C1)C1=CC=C(C=O)C=C1 (4-(N, N-diphenylamino) benzaldehyde). Reagents/catalysts: [Br-].C[P+](C)(C)C (tetramethylphosphonium bromide), C(C)O (ethanol). Product: C(=C)C1=C(C=CC=C1)N(C1=CC=CC=C1)C1=CC=CC=C1 (vinyltriphenylamine). Reaction SMILES: [H-].[Na+].[C:3]1([N:9]([C:16]2[CH:23]=[CH:22][C:19](C=O)=[CH:18][CH:17]=2)[C:10]2[CH:15]=[CH:14][CH:13]=[CH:12][CH:11]=2)[CH:8]=[CH:7][CH:6]=[CH:5][CH:4]=1.CO[CH2:26][CH2:27]OC>[Br-].C[P+](C)(C)C.C(O)C>[CH:26]([C:17]1[CH:18]=[CH:19][CH:22]=[CH:23][C:16]=1[N:9]([C:10]1[CH:15]=[CH:14][CH:13]=[CH:12][CH:11]=1)[C:3]1[CH:8]=[CH:7][CH:6]=[CH:5][CH:4]=1)=[CH2:27] |f:0.1,4.5|. Procedure: 4.6 g of sodium hydride and 700 mL of 1, 2-dimethoxyethane were placed in a three-neck flask, and while stirring at room temperature, 130.8 g of tetramethylphosphonium bromide was added. After adding one drop of anhydrous ethanol, the mixture was stirred for 4 hours at 70° C. Then 100 g of 4-(N, N-diphenylamino) benzaldehyde was added; the mixture was hold at 70° C. for 5 hours. The solution was filtered, and an ether extract of the precipitate and the filtrate were washed with water. Next, the ... The reactants are C(CC(=O)C)(=O)OCC (Ethyl acetoacetate), C(C)(=O)O (acetic acid), COC1=CC=C(C=C1)NC1=NN(C(C1)=O)C1=CC=CC=C1 (3-(4-methoxyphenylamino)-1-phenyl-2-pyrazolin-5-one), O (water). Solvent: CO (methanol), CC(=O)C (acetone). The product is COC1=CC=C(C=C1)N1C2=C(C(=CC1=O)C)C(N(N2)C2=CC=CC=C2)=O (7-(4-methoxyphenyl)-4-methyl-2-phenylpyrazolo(3,4-b)pyridine-3,6-dione). The yield is 48.6%. As a reaction SMILES: [C:1](OCC)(=[O:6])[CH2:2][C:3]([CH3:5])=O.C(O)(=O)C.[CH3:14][O:15][C:16]1[CH:21]=[CH:20][C:19]([NH:22][C:23]2[CH2:27][C:26](=[O:28])[N:25]([C:29]3[CH:34]=[CH:33][CH:32]=[CH:31][CH:30]=3)[N:24]=2)=[CH:18][CH:17]=1.O>CO.CC(C)=O>[CH3:14][O:15][C:16]1[CH:17]=[CH:18][C:19]([N:22]2[C:1](=[O:6])[CH:2]=[C:3]([CH3:5])[C:27]3[C:26](=[O:28])[N:25]([C:29]4[CH:34]=[CH:33][CH:32]=[CH:31][CH:30]=4)[NH:24][C:23]2=3)=[CH:20][CH:21]=1. Procedure details: Ethyl acetoacetate (8.5 g) and acetic acid (75 ml) were added to 3-(4-methoxyphenylamino)-1-phenyl-2-pyrazolin-5-one (14 g) and refluxed while heating for 6 hours. The reaction solution was poured into 150 ml of water, and the resulting solid was dissolved in a mixture of methanol (500 ml) and acetone (150 ml) while heating. The solution was cooled to obtain 8.4 g of 7-(4-methoxyphenyl)-4-methyl-2-phenylpyrazolo(3,4-b)pyridine-3,6-dione (melting point 189°-190° C.). In a solution prepared by add...